From a dataset of the Open Reaction Database (ORD), a public repository of structured organic reaction records. describe an organic reaction: reactants, conditions, products, and yield Conditions: time 1 day. Procedure: To ethyl 2-methyl-5-phenyl-1H-pyrrole-3-carboxylate (3 g, 13 mmol) in THF (50 ml) was added iodomethane (4 ml, 65 mmol) and sodium hydride (630 mg, 60% in mineral oil, 15.6 mmol) at 0° C. After warming the reaction mixture to room temperature, it was stirred for 1 day. Water (20 ml) was added and extracted organic layer with diethyl ether. With normal-phase preparative LC, purification preceded to gave title compound (3 g, 94%) as yellow solid. The yield is 94.8%. The reactants are CC=1NC(=CC1C(=O)OCC)C1=CC=CC=C1 (ethyl 2-methyl-5-phenyl-1H-pyrrole-3-carboxylate), IC (iodomethane), [H-].[Na+] (sodium hydride), O (Water). Reaction SMILES: [CH3:1][C:2]1[NH:3][C:4]([C:12]2[CH:17]=[CH:16][CH:15]=[CH:14][CH:13]=2)=[CH:5][C:6]=1[C:7]([O:9][CH2:10][CH3:11])=[O:8].I[CH3:19].[H-].[Na+].O>C1COCC1>[CH3:19][N:3]1[C:4]([C:12]2[CH:17]=[CH:16][CH:15]=[CH:14][CH:13]=2)=[CH:5][C:6]([C:7]([O:9][CH2:10][CH3:11])=[O:8])=[C:2]1[CH3:1] |f:2.3|. The solvent is C1CCOC1 (THF). Yields the product CN1C(=C(C=C1C1=CC=CC=C1)C(=O)OCC)C (Ethyl 1,2-dimethyl-5-phenyl-1H-pyrrole-3-carboxylate). Starting materials: BrC=1C=C2CCNC2=CC1 (5-Bromoindoline), N1=CC(=CC=C1)N=C=O (3-pyridylisocyanate). The product is BrC=1C=C2CCN(C2=CC1)C(NC=1C=NC=CC1)=O (5-Bromo-1-(3-pyridylcarbamoyl)indoline). Isolated yield 72.0%. RXN SMILES: [Br:1][C:2]1[CH:3]=[C:4]2[C:8](=[CH:9][CH:10]=1)[NH:7][CH2:6][CH2:5]2.[N:11]1[CH:16]=[CH:15][CH:14]=[C:13]([N:17]=[C:18]=[O:19])[CH:12]=1>>[Br:1][C:2]1[CH:3]=[C:4]2[C:8](=[CH:9][CH:10]=1)[N:7]([C:18](=[O:19])[NH:17][C:13]1[CH:12]=[N:11][CH:16]=[CH:15][CH:14]=1)[CH2:6][CH2:5]2. Reported procedure: 5-Bromoindoline (D50) (0.5 g, 2.5 mmol) was treated with 3-pyridylisocyanate as in the method of Example 1. The product was filtered-off and recrystallised from methanol/water to afford the title compound (0.58 g, 72%) as a white crystalline solid m.p. 220° C.